The task is: describe an organic reaction: reactants, conditions, products, and yield. This data is from the Open Reaction Database (ORD), a public repository of structured organic reaction records. Reactants: COC1=CC=CC=2OC(=CC21)C=2N=C(SC2)C (4-(4-methoxybenzo(b)furan-2-yl)-2-methylthiazole), B(Br)(Br)Br (boron tribromide). The product is OC1=CC=CC=2OC(=CC21)C=2N=C(SC2)C (4-(4-hydroxybenzo(b)furan-2-yl)-2-methylthiazole). The yield is 78.6%. Reaction SMILES: C[O:2][C:3]1[C:11]2[CH:10]=[C:9]([C:12]3[N:13]=[C:14]([CH3:17])[S:15][CH:16]=3)[O:8][C:7]=2[CH:6]=[CH:5][CH:4]=1.B(Br)(Br)Br>>[OH:2][C:3]1[C:11]2[CH:10]=[C:9]([C:12]3[N:13]=[C:14]([CH3:17])[S:15][CH:16]=3)[O:8][C:7]=2[CH:6]=[CH:5][CH:4]=1. Reported procedure: By the reactions in the same manner as in Starting Material Synthesis Example 5 using 4-(4-methoxybenzo(b)furan-2-yl)-2-methylthiazole (2.7 g) obtained in Starting Material Synthesis Example 67 and boron tribromide (7.5 g), 4-(4-hydroxybenzo(b)furan-2-yl)-2-methylthiazole (2.0 g) was obtained as yellow crystals. By the reactions in the same manner as in Starting Material Synthesis Example 2 using this compound, (S)-glycidyl nosylate (2.9 g) and potassium carbonate (3.1 g), (S)-4-(4-glycidyloxybe...